Dataset: the Open Reaction Database (ORD), a public repository of structured organic reaction records. Task: describe an organic reaction: reactants, conditions, products, and yield The product is C1(=CCCCC1)C#CC1=C(C=C(C=C1)C(C)=O)OC (1-(4-Cyclohex-1-enylethynyl-3-methoxy-phenyl)ethanone). Procedure: This product was prepared from toluene-4-sulfonic acid 4-acetyl-2-methoxy-phenyl ester and 1-ethynyl-cyclohexene following the general procedure for the Sonogashira cross-coupling process described above. Chromatography eluent: DCM; yield (114 mg, 90%); 1H NMR δ (CDCl3): 7.53-7.41 (m, 3H), 6.29 (m, 1H), 3.92 (s, 3H), 2.51 (s, 3H), 2.31-2.12 (dm, 4H), 1.73-1.57 (m, 4H); LCMS m/z: 254. RXN SMILES: [C:1]([C:4]1[CH:9]=[CH:8][C:7](OS(C2C=CC(C)=CC=2)(=O)=O)=[C:6]([O:21][CH3:22])[CH:5]=1)(=[O:3])[CH3:2].[C:23]([C:25]1[CH2:30][CH2:29][CH2:28][CH2:27][CH:26]=1)#[CH:24]>C(Cl)Cl>[C:25]1([C:23]#[C:24][C:7]2[CH:8]=[CH:9][C:4]([C:1](=[O:3])[CH3:2])=[CH:5][C:6]=2[O:21][CH3:22])[CH2:30][CH2:29][CH2:28][CH2:27][CH:26]=1. The reactants are C(C)(=O)C1=CC(=C(C=C1)OS(=O)(=O)C1=CC=C(C=C1)C)OC (toluene-4-sulfonic acid 4-acetyl-2-methoxy-phenyl ester), C(#C)C1=CCCCC1 (1-ethynyl-cyclohexene). The solvent is C(Cl)Cl (DCM). The reactants are Cl (hydrogen chloride), CC(C(=O)OCC)C(C)=O (ethyl 2-methyl-3-oxobutanoate), SCC(=O)OC (methyl 2-mercaptoacetate). The solvent is ClCCl (dichloromethane). Conditions: time 3 hour. Product: CC=1C(=C(SC1C)C(=O)OC)O (Methyl 4,5-dimethyl-3-hydroxythiophene-2-carboxylate). As a reaction SMILES: Cl.[CH3:2][CH:3]([C:9](=O)[CH3:10])[C:4](OCC)=[O:5].[SH:12][CH2:13][C:14]([O:16][CH3:17])=[O:15]>ClCCl>[CH3:2][C:3]1[C:4]([OH:5])=[C:13]([C:14]([O:16][CH3:17])=[O:15])[S:12][C:9]=1[CH3:10]. Reported procedure: Dry hydrogen chloride gas was bubbled through a mixture of ethyl 2-methyl-3-oxobutanoate (7.6 g, 50 mmol) and methyl 2-mercaptoacetate (11.2 g, 100 mmol) at -10° C. until saturated. The oil was allowed to stand for 3 hours at room temperature, diluted with dichloromethane and washed with brine. After drying with sodium sulphate and evaporation of solvent the oil was dissolved in methanol (10 ml) and added dropwise to methanolic potassium hydroxide (2N; 75 ml), stirring at room temperature for 1 ...